Dataset: the Open Reaction Database (ORD), a public repository of structured organic reaction records. Task: describe an organic reaction: reactants, conditions, products, and yield Reactants: C(C1=CC=CC=C1)OC=1C(=C(C(=CC1)C(F)(F)F)C)[N+](=O)[O-] (3-benzyloxy-6-trifluoromethyl-2-nitrotoluene), C(C(=O)OCC)(=O)OCC (diethyl oxalate), [O-]CC.[K+] (potassium ethoxide). Run in C(C)OCC (diethyl ether). Yields the product C(C1=CC=CC=C1)OC=1C(=C(C(=CC1)C(F)(F)F)CC(C(=O)OCC)=O)[N+](=O)[O-] (Ethyl (3-benzyloxy-6-trifluoromethyl-2-nitrophenyl)pyruvate). RXN SMILES: [CH2:1]([O:8][C:9]1[C:10]([N+:20]([O-:22])=[O:21])=[C:11]([CH3:19])[C:12]([C:15]([F:18])([F:17])[F:16])=[CH:13][CH:14]=1)[C:2]1[CH:7]=[CH:6][CH:5]=[CH:4][CH:3]=1.[C:23](OCC)(=[O:29])[C:24]([O:26][CH2:27][CH3:28])=[O:25].[O-]CC.[K+]>C(OCC)C>[CH2:1]([O:8][C:9]1[C:10]([N+:20]([O-:22])=[O:21])=[C:11]([CH2:19][C:23](=[O:29])[C:24]([O:26][CH2:27][CH3:28])=[O:25])[C:12]([C:15]([F:18])([F:17])[F:16])=[CH:13][CH:14]=1)[C:2]1[CH:3]=[CH:4][CH:5]=[CH:6][CH:7]=1 |f:2.3|. Procedure details: The reaction was carried out in a manner similar to Reference Example 12 b) except for using 14.6 g (46.9 mmol) of 3-benzyloxy-6-trifluoromethyl-2-nitrotoluene, 13.7 g (93.8 mmol) of diethyl oxalate, 7.90 g (93.8 mmol) of potassium ethoxide and 300 ml of diethyl ether. Ethyl (3-benzyloxy-6-trifluoromethyl-2-nitrophenyl)pyruvate was thus obtained in the yield of 10.9 g (56.9%). The product is COC1=CC=C(C=C1)SC1=C(C=C(C(=O)NC2=CC(=CC=C2)C(F)(F)F)C=C1)NC=1C2=C(N=CN1)N=CC=C2 (4-(4-Methoxy-phenylsulfanyl)-3-(pyrido[2,3-d]pyrimidin-4-ylamino)-N-(3-trifluoromethyl-phenyl)-benzamide). Reported procedure: The product from Example 260B was reacted with 3-(trifluoromethyl)aniline according to the procedure from Example 137C substituting 3-(trifluoromethyl)aniline for 5-amino-o-cresol and substituting the product from Example 260B for the product from Example 137B to provide the title compound as an off white solid after trituration of the reaction product from methanol (43 mg, 47%). As a reaction SMILES: [CH3:1][O:2][C:3]1[CH:8]=[CH:7][C:6]([S:9][C:10]2[CH:18]=[CH:17][C:13]([C:14](Cl)=[O:15])=[CH:12][C:11]=2[NH:19][C:20]2[C:21]3[CH:29]=[CH:28][CH:27]=[N:26][C:22]=3[N:23]=[CH:24][N:25]=2)=[CH:5][CH:4]=1.[F:30][C:31]([F:40])([F:39])[C:32]1[CH:33]=[C:34]([CH:36]=[CH:37][CH:38]=1)[NH2:35].NC1C=C(O)C(C)=CC=1.C(C1C=CC2C(NC3C=C(C=CC=3SC3C=CC(OC)=CC=3)C(Cl)=O)=NC=NC=2N=1)(C)C>CO>[CH3:1][O:2][C:3]1[CH:8]=[CH:7][C:6]([S:9][C:10]2[CH:18]=[CH:17][C:13]([C:14]([NH:35][C:34]3[CH:36]=[CH:37][CH:38]=[C:32]([C:31]([F:30])([F:39])[F:40])[CH:33]=3)=[O:15])=[CH:12][C:11]=2[NH:19][C:20]2[C:21]3[CH:29]=[CH:28][CH:27]=[N:26][C:22]=3[N:23]=[CH:24][N:25]=2)=[CH:5][CH:4]=1. Run in CO (methanol). The reactants are COC1=CC=C(C=C1)SC1=C(C=C(C(=O)Cl)C=C1)NC=1C2=C(N=CN1)N=CC=C2 (4-(4-Methoxy-phenylsulfanyl)-3-(pyrido[2,3-d]pyrimidin-4-ylamino)-benzoyl chloride), COC1=CC=C(C=C1)SC1=C(C=C(C(=O)Cl)C=C1)NC=1C2=C(N=CN1)N=CC=C2 (4-(4-Methoxy-phenylsulfanyl)-3-(pyrido[2,3-d]pyrimidin-4-ylamino)-benzoyl chloride), FC(C=1C=C(N)C=CC1)(F)F (3-(trifluoromethyl)aniline), C(C)(C)C=1C=CC2=C(N=CN=C2NC=2C=C(C(=O)Cl)C=CC2SC2=CC=C(C=C2)OC)N1 (3-(7-Isopropyl-pyrido[2,3-d]pyrimidin-4-ylamino)-4-(4-methoxy-phenylsulfanyl)-benzoyl chloride), NC1=CC=C(C(=C1)O)C (5-amino-o-cresol). The reactants are CC1=C(COC2=C(C=CC=C2)C2=C(OC=C2)C(=O)NN)C(=C(C=C1C)C)C (3-[2-(2,3,5,6-tetramethylbenzyloxy)phenyl]-2-furancarboxylic acid hydrazide), Example 63, C(C)(=O)OCC (ethyl acetate). Yields the product C(#N)C=1C=C(C(=O)NNC(=O)C=2OC=CC2C2=C(C=CC=C2)OCC2=C(C(=CC(=C2C)C)C)C)C=CC1O (3-[2-(2,3,5,6-tetramethylbenzyloxy)phenyl]-2-furancarboxylic acid 2-(3-cyano-4-hydroxybenzoyl)hydrazide). Reaction SMILES: [CH3:1][C:2]1[C:24]([CH3:25])=[CH:23][C:22]([CH3:26])=[C:21]([CH3:27])[C:3]=1[CH2:4][O:5][C:6]1[CH:11]=[CH:10][CH:9]=[CH:8][C:7]=1[C:12]1[CH:16]=[CH:15][O:14][C:13]=1[C:17]([NH:19][NH2:20])=[O:18].C([O:31][CH2:32][CH3:33])(=O)C>>[C:17]([C:13]1[CH:12]=[C:7]([CH:8]=[CH:33][C:32]=1[OH:31])[C:6]([NH:20][NH:19][C:17]([C:13]1[O:14][CH:15]=[CH:16][C:12]=1[C:7]1[CH:8]=[CH:9][CH:10]=[CH:11][C:6]=1[O:5][CH2:4][C:3]1[C:21]([CH3:27])=[C:22]([CH3:26])[CH:23]=[C:24]([CH3:25])[C:2]=1[CH3:1])=[O:18])=[O:5])#[N:19]. Reported procedure: In ethyl acetate (10 ml), a mixture composed of 3-[2-(2,3,5,6-tetramethylbenzyloxy)phenyl]-2-furancarboxylic acid hydrazide (compound of Reference Example 6, 0.36 g) and the compound of Reference Example 63 (0.33 g) was heated at reflux overnight while stirring. The thus-precipitated crystals were filtered and recrystallized from ethyl acetate, thereby giving 0.18 g of the desired compound. Melting point: 215-217° C. Product: [Cl-].ClC1C[P+](CC1Cl)(C)C (3,4-dichloro-1,1-dimethyl-phospholanium chloride). Solvent: C(Cl)(Cl)Cl (chloroform). Procedure: 44.3 g (0.2 mole) of 1,1-dimethyl-3-phospholenium chloride were suspended in 250 ml of chloroform and reacted with 14.2 g (0.2 mole) of chlorine at 20° C. After completion of the reaction, the reaction mixture was concentrated under reduced pressure. This gave 3,4-dichloro-1,1-dimethyl-phospholanium chloride in the form of colourless crystals of melting point 90°-100° C. (decomp.). Reaction SMILES: [Cl-:1].[CH3:2][P+:3]1([CH3:8])[CH2:7][CH:6]=[CH:5][CH2:4]1.[Cl:9]Cl>C(Cl)(Cl)Cl>[Cl-:1].[Cl:1][CH:5]1[CH:6]([Cl:9])[CH2:7][P+:3]([CH3:8])([CH3:2])[CH2:4]1 |f:0.1,4.5|. The reactants are [Cl-].C[P+]1(CC=CC1)C (1,1-dimethyl-3-phospholenium chloride), ClCl (chlorine). The reactants are FC1=C(C=CC=C1)[C@@]1(O[C@H]1C)CN1N=CN=C1 ((2R,3S)-2-(2-fluorophenyl)-3-methyl-2-(1H-1,2,4-triazol-1-yl)methyloxirane), N1(N=CN=C1)C1=CC=C(C=C1)N1C(NC=C1)=O (1-[4-(1H-1,2,4-triazol-1-yl)phenyl]-2(1H,3H)-imidazolone), C([O-])([O-])=O.[Cs+].[Cs+] (cesium carbonate), CS(=O)C (dimethylsulfoxide), Ice water. The solvent is C(C)(=O)OCC (ethyl acetate). Conditions: temperature 100 celsius, time 17 hour. Product: FC1=C(C=CC=C1)[C@]([C@@H](C)N1C(N(C=C1)C1=CC=C(C=C1)N1N=CN=C1)=O)(CN1N=CN=C1)O (1-[(1R,2R)-2-(2-fluorophenyl)-2-hydroxy-1-methyl-3-(1H-1,2,4-triazol-1-yl)propyl]-3-[4-[1H-1,2,4-triazol-1-yl)phenyl]-2(1H,3H)-imidazolone). Isolated yield 10.2%. As a reaction SMILES: [F:1][C:2]1[CH:7]=[CH:6][CH:5]=[CH:4][C:3]=1[C@@:8]1([CH2:12][N:13]2[CH:17]=[N:16][CH:15]=[N:14]2)[C@H:10]([CH3:11])[O:9]1.[N:18]1([C:23]2[CH:28]=[CH:27][C:26]([N:29]3[CH:33]=[CH:32][NH:31][C:30]3=[O:34])=[CH:25][CH:24]=2)[CH:22]=[N:21][CH:20]=[N:19]1.C(=O)([O-])[O-].[Cs+].[Cs+].CS(C)=O>C(OCC)(=O)C>[F:1][C:2]1[CH:7]=[CH:6][CH:5]=[CH:4][C:3]=1[C@@:8]([OH:9])([CH2:12][N:13]1[CH:17]=[N:16][CH:15]=[N:14]1)[C@H:10]([N:31]1[CH:32]=[CH:33][N:29]([C:26]2[CH:25]=[CH:24][C:23]([N:18]3[CH:22]=[N:21][CH:20]=[N:19]3)=[CH:28][CH:27]=2)[C:30]1=[O:34])[CH3:11] |f:2.3.4|. Procedure: (2R,3S)-2-(2-fluorophenyl)-3-methyl-2-(1H-1,2,4-triazol-1-yl)methyloxirane (2.24 g), 1-[4-(1H-1,2,4-triazol-1-yl)phenyl]-2(1H,3H)-imidazolone (2.17 g) and cesium carbonate (powder: 7.76 g) were added to dimethylsulfoxide (100 ml), and the mixture was heated with stirring at 100° C. for 17 hours. After being cooled, the reaction solution was diluted with ethyl acetate (200 ml). Ice water (200 ml) was added thereto to separate the ethyl acetate layer. The aqueous layer was extracted with ethyl ace... The reactants are C(C1=CC=CC=C1)OC(=O)N1C(OC([C@@H]1CC1CCCCC1)C(CNCCO)O)(C)C ((4S,5RS)-3-benzyloxycarbonyl-4-cyclohexylmethyl-2,2-dimethyl-5-[(1RS)-1-hydroxy-2-(2-hydroxyethylamino)ethyl]oxazolidine). Reagents/catalysts: [Pd] (palladium black). Solvent: C(C)O (ethanol). Product: N[C@H](C(C(CNCCO)O)O)CC1CCCCC1 ((2RS,3RS,4S)-4-amino-5-cyclohexyl-1-(2-hydroxyethylamino)-2,3-pentanediol). The yield is 111.8%. RXN SMILES: C(OC([N:11]1[C@@H:15]([CH2:16][CH:17]2[CH2:22][CH2:21][CH2:20][CH2:19][CH2:18]2)[CH:14]([CH:23]([OH:29])[CH2:24][NH:25][CH2:26][CH2:27][OH:28])[O:13]C1(C)C)=O)C1C=CC=CC=1>C(O)C.[Pd]>[NH2:11][C@@H:15]([CH2:16][CH:17]1[CH2:18][CH2:19][CH2:20][CH2:21][CH2:22]1)[CH:14]([OH:13])[CH:23]([OH:29])[CH2:24][NH:25][CH2:26][CH2:27][OH:28]. Procedure: 38.5 mg of (4S,5RS)-3-benzyloxycarbonyl-4-cyclohexylmethyl-2,2-dimethyl-5-[(1RS)-1-hydroxy-2-(2-hydroxyethylamino)ethyl]oxazolidine was dissolved in 1.5 ml of ethanol, and palladium black was added thereto. The mixture was treated in the same manner as in Example 17 to obtain 25.8 mg of (2RS,3RS,4S)-4-amino-5-cyclohexyl-1-(2-hydroxyethylamino)-2,3-pentanediol as colorless oily substance.